The task is: describe an organic reaction: reactants, conditions, products, and yield. This data is from the Open Reaction Database (ORD), a public repository of structured organic reaction records. The reactants are CC1=C(C(=CC(=C1)C)C)S(=O)C1=NNC=N1 (3-(2,4,6-Trimethylphenyl)sulfinyl-1H-1,2,4-triazole), CN(C(=O)Cl)C (dimethylcarbamoyl chloride). Yields the product CC1=C(C(=CC(=C1)C)C)S(=O)C1=NN(C=N1)C(N(C)C)=O (3-(2,4,6-Trimethylphenyl)sulfinyl-1-dimethylcarbamoyl-1H-1,2,4-triazole). As a reaction SMILES: [CH3:1][C:2]1[CH:7]=[C:6]([CH3:8])[CH:5]=[C:4]([CH3:9])[C:3]=1[S:10]([C:12]1[N:16]=[CH:15][NH:14][N:13]=1)=[O:11].[CH3:17][N:18]([CH3:22])[C:19](Cl)=[O:20]>>[CH3:1][C:2]1[CH:7]=[C:6]([CH3:8])[CH:5]=[C:4]([CH3:9])[C:3]=1[S:10]([C:12]1[N:16]=[CH:15][N:14]([C:19](=[O:20])[N:18]([CH3:22])[CH3:17])[N:13]=1)=[O:11]. Reported procedure: 3-(2,4,6-Trimethylphenyl)sulfinyl-1H-1,2,4-triazole and dimethylcarbamoyl chloride were employed to synthesize the title compound as in Example 22. The reactants are Cl.COC1=C(C(=C(C=2CC(OC21)(C)C)C)N)C (7-methoxy-2,2,4,6-tetramethyl-2,3-dihydro-1-benzofuran-5-amine hydrochloride), ClCCN(C1=CC=C(C=C1)OC)CCCl (N,N-bis(2-chloroethyl)-4-methoxyaniline), Cl.COC1=C(C(=C(C=2CC(OC21)(C)C)C)N)C (7-methoxy-2,2,4,6-tetramethyl-2,3-dihydro-1-benzofuran-5-amine hydrochloride), ClCCN(C1=CC=C(C=C1)OC)CCCl (N,N-bis(2-chloroethyl)-4-methoxyaniline), C([O-])([O-])=O.[K+].[K+] (potassium carbonate), [I-].[Na+] (sodium iodide). The solvent is O (water), CN1CCCC1=O (NMP), O (water). Run at temperature 90 celsius, time 8 hour. The product is COC1=CC=C(C=C1)N1CCN(CC1)C=1C(=C(C2=C(CC(O2)(C)C)C1C)OC)C (1-(4-Methoxyphenyl)-4-(7-methoxy-2,2,4,6-tetramethyl-2,3-dihydro-1-benzofuran-5-yl)piperazine). Yield: 62.2%. As a reaction SMILES: Cl.[CH3:2][O:3][C:4]1[C:12]2[O:11][C:10]([CH3:14])([CH3:13])[CH2:9][C:8]=2[C:7]([CH3:15])=[C:6]([NH2:16])[C:5]=1[CH3:17].Cl[CH2:19][CH2:20][N:21]([CH2:30][CH2:31]Cl)[C:22]1[CH:27]=[CH:26][C:25]([O:28][CH3:29])=[CH:24][CH:23]=1.C(=O)([O-])[O-].[K+].[K+].[I-].[Na+]>O.CN1C(=O)CCC1>[CH3:29][O:28][C:25]1[CH:26]=[CH:27][C:22]([N:21]2[CH2:20][CH2:19][N:16]([C:6]3[C:5]([CH3:17])=[C:4]([O:3][CH3:2])[C:12]4[O:11][C:10]([CH3:13])([CH3:14])[CH2:9][C:8]=4[C:7]=3[CH3:15])[CH2:31][CH2:30]2)=[CH:23][CH:24]=1 |f:0.1,3.4.5,6.7|. Procedure: By using 7-methoxy-5-[4-(4-methoxyphenyl)piperazin-1-yl]-2,2,4,6-tetramethyl-1-benzofuran-3(2H)-one (110 mg, 0.268 mmol) synthesized in Reference example 76, the reaction was carried out in the same manner as Example 5 to synthesize the title compound 60 mg (yield 56%). Melting point was 161 to 163° C. (ethyl acetate-hexane). That is, to the THF (2.0 mL) suspension of lithium aluminum hydride (31 mg, 0.804 mmol), aluminum chloride (107 mg, 0.804 mmol) was added under ice cooling, and then the mi... Starting materials: Cc1ccc(S(=O)(=O)OCC2COc3c(Cl)cc(S(C)(=O)=O)cc3O2)cc1, CN. Yields the product CNCC1COc2c(Cl)cc(S(C)(=O)=O)cc2O1. As a reaction SMILES: [CH3:1][c:2]1[cH:3][cH:4][c:5]([S:6]([O:7][CH2:12][CH:13]2[CH2:14][O:15][c:16]3[c:17]([cH:19][c:20]([S:24](=[O:25])(=[O:26])[CH3:27])[cH:21][c:22]3[Cl:23])[O:18]2)(=[O:8])=[O:9])[cH:10][cH:11]1.[CH3:28][NH2:29]>>[CH2:12]([CH:13]1[CH2:14][O:15][c:16]2[c:17]([cH:19][c:20]([S:24](=[O:25])(=[O:26])[CH3:27])[cH:21][c:22]2[Cl:23])[O:18]1)[NH:29][CH3:28]. Reactants: CCO, ClCc1ccccc1, Cl, [K+], [K+], O=C([O-])[O-], COC(=O)Cc1ccc(O)cc1. Product: COC(=O)Cc1ccc(OCc2ccccc2)cc1. Reaction SMILES: [CH3:28][CH2:29][OH:30].[Cl:13][CH2:14][c:15]1[cH:16][cH:17][cH:18][cH:19][cH:20]1.[ClH:27].[K+:21].[K+:22].[O-:23][C:24]([O-:25])=[O:26].[OH:1][c:2]1[cH:3][cH:4][c:5]([CH2:8][C:9](=[O:10])[O:11][CH3:12])[cH:6][cH:7]1>>[O:1]([c:2]1[cH:3][cH:4][c:5]([CH2:8][C:9](=[O:10])[O:11][CH3:12])[cH:6][cH:7]1)[CH2:14][c:15]1[cH:16][cH:17][cH:18][cH:19][cH:20]1. The reactants are CS(=O)(=O)OCC1COCC1 (3-Oxolanylmethyl methanesulfonate), C(C)(C)[N-]C(C)C.[Li+] (Lithium diisopropylamide), C(C)(C)[N-]C(C)C.[Li+] (LDA), solution, C(C)(C)NC(C)C (diisopropylamine), CCCCCC (hexane), N-(diphenylmethylidene)-3-(aminomethyl)pyridine, Cl (Hydrochloric acid), N-(diphenylmethylidene)-3-(aminomethyl)pyridine. Solvent: C1CCOC1 (THF), C1CCOC1 (THF), C1CCOC1 (THF). Run at temperature -78 celsius, time 45 minute. The product is O1CC(CC1)CC(C=1C=NC=CC1)N (2-(3-oxolanyl)-1-(3-pyridyl)ethylamine). Reaction SMILES: [CH:1]([N-:4][CH:5]([CH3:7])C)([CH3:3])C.[Li+].[CH:9]([NH:12]C(C)C)(C)C.CS(O[CH2:21][CH:22]1[CH2:26][CH2:25][O:24][CH2:23]1)(=O)=O.Cl.[CH3:28]CCCCC>C1COCC1>[O:24]1[CH2:25][CH2:26][CH:22]([CH2:21][CH:9]([NH2:12])[C:7]2[CH:5]=[N:4][CH:1]=[CH:3][CH:28]=2)[CH2:23]1 |f:0.1|. Procedure: Lithium diisopropylamide (LDA, 15 mmol) was generated at 0° C. by adding n-butyllithiumBuLi (6.4 mL, 2.3 M solution in hexane, 15 mmol) to a solution of diisopropylamine (2.27 mL, 16.0 mmol) in dry THF (13 mL). N-(diphenylmethylidene)-3-(aminomethyl)pyridine (3.62 g, 13.3 mmol) was dissolved in dry THF (13 mL) and the solution cooled to −78° C. under a nitrogen atmosphere. The LDA was then transferred via cannula to the solution of N-(diphenylmethylidene)-3-(aminomethyl)pyridine under a positive... Starting materials: O (water), FC1=C(C=CC(=C1)I)NC1=C(C(=O)N)C(=CN=C1)OCCC=C(C)C (3-[(2-fluoro-4-iodophenyl)amino]-5-[(4-methylpent-3-en-1-yl)oxy]isonicotinamide), CC(=O)C (Acetone), N-methyl-morpholino-N-oxide. The reagents and catalysts are [Os](=O)(=O)(=O)=O (osmiumtetroxide). Conditions: time 18 hour. The product is OC(CCOC1=C(C(=O)N)C(=CN=C1)NC1=C(C=C(C=C1)I)F)C(C)(C)O (3-[(3,4-dihydroxy-4-methylpentyl)oxy]-5-[(2-fluoro-4-iodophenyl)amino]isonicotinamide). Reaction SMILES: [F:1][C:2]1[CH:7]=[C:6]([I:8])[CH:5]=[CH:4][C:3]=1[NH:9][C:10]1[CH:18]=[N:17][CH:16]=[C:15]([O:19][CH2:20][CH2:21][CH:22]=[C:23]([CH3:25])[CH3:24])[C:11]=1[C:12]([NH2:14])=[O:13].[OH2:26].CC(C)=[O:29]>[Os](=O)(=O)(=O)=O>[OH:26][CH:22]([C:23]([OH:29])([CH3:25])[CH3:24])[CH2:21][CH2:20][O:19][C:15]1[CH:16]=[N:17][CH:18]=[C:10]([NH:9][C:3]2[CH:4]=[CH:5][C:6]([I:8])=[CH:7][C:2]=2[F:1])[C:11]=1[C:12]([NH2:14])=[O:13]. Procedure details: 252 mg of 3-[(2-fluoro-4-iodophenyl)amino]-5-[(4-methylpent-3-en-1-yl)oxy]isonicotinamide (0.554 mmol, 1 eq.) were dissolved in 36 ml of Acetone and 6 ml of water were added to form a suspension. Then 454 mg of N-methyl-morpholino-N-oxide 3.875, 7 eq.) and 555 μl of an osmiumtetroxide solution (2.5 weight % in tert.-butanol, 0.044 mmol, 0.08 eq.) were added and the formed suspension was stirred for 18 hours at room temperature. The reaction mixture was concentrated in vacuo and the residue was p... Reactants: [N+](=O)([O-])C1=CC=C(C=C1)N1CCNCC1 (1-(4-nitro-phenyl)-piperazine), ClC1=NC(=CC=C1)C (2-chloro-6-methylpyridine), C1(CCCCC1)P(C1(C(=CC=CC1)C1=CC=CC=C1)N(C)C)C1CCCCC1 (2-dicyclohexylphospino-2-(N,N′-dimethyl amino)biphenyl), C([O-])([O-])=O.[Cs+].[Cs+] (caesium carbonate). Reagents/catalysts: C(C)(=O)[O-].[Pd+2].C(C)(=O)[O-] (palladium (II) acetate). Solvent: C1(=CC=CC=C1)C (toluene), C1CCOC1 (THF). Product: CC1=CC=CC(=N1)N1CCN(CC1)C1=CC=C(C=C1)[N+](=O)[O-] (1-(6-methyl-pyridin-2-yl)-4-(4-nitro-phenyl)-piperazine). RXN SMILES: [N+:1]([C:4]1[CH:9]=[CH:8][C:7]([N:10]2[CH2:15][CH2:14][NH:13][CH2:12][CH2:11]2)=[CH:6][CH:5]=1)([O-:3])=[O:2].Cl[C:17]1[CH:22]=[CH:21][CH:20]=[C:19]([CH3:23])[N:18]=1.C1(P(C2CCCCC2)C2(N(C)C)CC=CC=C2C2C=CC=CC=2)CCCCC1.C(=O)([O-])[O-].[Cs+].[Cs+]>C1(C)C=CC=CC=1.C1COCC1.C([O-])(=O)C.[Pd+2].C([O-])(=O)C>[CH3:23][C:19]1[N:18]=[C:17]([N:13]2[CH2:14][CH2:15][N:10]([C:7]3[CH:6]=[CH:5][C:4]([N+:1]([O-:3])=[O:2])=[CH:9][CH:8]=3)[CH2:11][CH2:12]2)[CH:22]=[CH:21][CH:20]=1 |f:3.4.5,8.9.10|. Reported procedure: From 1-(4-nitro-phenyl)-piperazine and 2-chloro-6-methylpyridine, by heating in the presence of palladium (II) acetate, 2-dicyclohexylphospino-2-(N,N′-dimethyl amino)biphenyl and caesium carbonate in a mixture of toluene and THF to give 1-(6-methyl-pyridin-2-yl)-4-(4-nitro-phenyl)-piperazine then catalytic hydrogenation over Raney nickel in methanol.